From a dataset of the Open Reaction Database (ORD), a public repository of structured organic reaction records. describe an organic reaction: reactants, conditions, products, and yield The reactants are C(C)(C)OC1=C2C=3C(=CC(=CC3C(C2=CC=C1)=O)OC)OC (5-isopropoxy-2,4-dimethoxy-fluoren-9-one), B(Cl)(Cl)Cl (boron trichloride). The solvent is C(Cl)Cl (CH2Cl2). Reaction conditions: temperature 0 celsius. Yields the product COC1=CC=2C(C3=CC=CC(=C3C2C(=C1)OC)O)=O (2,4-dimethoxy-5-hydroxy-fluoren-9-one). The yield is 68.8%. RXN SMILES: C([O:4][C:5]1[CH:17]=[CH:16][CH:15]=[C:14]2[C:6]=1[C:7]1[C:8]([O:21][CH3:22])=[CH:9][C:10]([O:19][CH3:20])=[CH:11][C:12]=1[C:13]2=[O:18])(C)C.B(Cl)(Cl)Cl>C(Cl)Cl>[CH3:20][O:19][C:10]1[CH:9]=[C:8]([O:21][CH3:22])[C:7]2[C:6]3[C:14](=[CH:15][CH:16]=[CH:17][C:5]=3[OH:4])[C:13](=[O:18])[C:12]=2[CH:11]=1. Procedure: Prepare a solution of 5-isopropoxy-2,4-dimethoxy-fluoren-9-one (0.48 g, 1.6 mmole) in 25 mL CH2Cl2 and stir at 0° C. under argon. Dropwise, add boron trichloride (1.0 M in 1.8 mL CH2Cl2, 1.8 mmole) and stir the reaction for 1 hour. Quench with 20 mL water and stir vigorously. Filter and wash twice the resulting precipitate with 100 mL methylene chloride. Separate the organic layer from the filtrate and wash with brine. Dry with MgSO4, filter and strip off the solvent. Recrystallize the solid fro... Starting materials: CC(=O)C (acetone), C(C1=CC=CC=C1)(=O)Cl (Benzoyl chloride), C(C1=CC=CC=C1)(=O)Cl (benzoyl chloride), CCC(=O)N[C@@H]1[C@]2(C)[C@@H](C[C@H]1O)[C@@H]1CCC=3C=C(C=CC3[C@H]1CC2)O (17β-Methylacetamido-oestra-1,3,5(10)-triene-3,16α-diol), O (water), O (Water). Run in [OH-].[Na+] (sodium hydroxide). Run at time 10 minute. The product is C(C1=CC=CC=C1)(=O)OC1=CC=2CC[C@H]3[C@@H]4C[C@H]([C@@H]([C@@]4(C)CC[C@@H]3C2C=C1)NC(CC)=O)O (17β-Methylacetamido-oestra-1,3,5(10)-triene-3,16α-diol 3-benzoate). As a reaction SMILES: [CH3:1][CH2:2][C:3]([NH:5][C@H:6]1[C@H:11]([OH:12])[CH2:10][C@H:9]2[C@H:13]3[C@H:22]([CH2:23][CH2:24][C@:7]12[CH3:8])[C:21]1[CH:20]=[CH:19][C:18]([OH:25])=[CH:17][C:16]=1[CH2:15][CH2:14]3)=[O:4].CC(C)=O.O.[C:31](Cl)(=[O:38])[C:32]1[CH:37]=[CH:36][CH:35]=[CH:34][CH:33]=1>[OH-].[Na+]>[C:31]([O:25][C:18]1[CH:19]=[CH:20][C:21]2[C@@H:22]3[C@H:13]([C@H:9]4[C@@:7]([CH2:24][CH2:23]3)([CH3:8])[C@@H:6]([NH:5][C:3](=[O:4])[CH2:2][CH3:1])[C@H:11]([OH:12])[CH2:10]4)[CH2:14][CH2:15][C:16]=2[CH:17]=1)(=[O:38])[C:32]1[CH:37]=[CH:36][CH:35]=[CH:34][CH:33]=1 |f:4.5|. Procedure details: 17β-Methylacetamido-oestra-1,3,5(10)-triene-3,16α-diol (13.1 g) was dissolved in aqueous sodium hydroxide solution (260 ml; 2 N), acetone (260 ml) and water (260 ml). Benzoyl chloride (6.5 ml) was added and the mixture stirred vigorously for 10 min.; a further 6.5 ml of benzoyl chloride was added and the mixture was stirred vigorously for a further 10 min. Water (5 l) was added and the precipitated product was filtered, washed with water and dissolved in dichloromethane. The dichloromethane solu...